This data is from the Open Reaction Database (ORD), a public repository of structured organic reaction records. The task is: describe an organic reaction: reactants, conditions, products, and yield Reactants: NNC(=S)N (Thiosemicarbazide), ClCCCC(=O)C1=CC=C(C=C1)Cl (4,4'-dichlorobutyrophenone). The solvent is CO (methanol), Cl (HCl), O (water). Conditions: time 8 hour. Product: ClC1=CC=C(C=C1)C(CCCCl)=NNC(N)=S (2-[1-(4-Chloro-phenyl)-4-chloro-butylidene]-hydrazinecarbothioamide). The yield is 69.7%. RXN SMILES: [NH2:1][NH:2][C:3]([NH2:5])=[S:4].[Cl:6][CH2:7][CH2:8][CH2:9][C:10]([C:12]1[CH:17]=[CH:16][C:15]([Cl:18])=[CH:14][CH:13]=1)=O>CO.Cl.O>[Cl:18][C:15]1[CH:14]=[CH:13][C:12]([C:10](=[N:1][NH:2][C:3](=[S:4])[NH2:5])[CH2:9][CH2:8][CH2:7][Cl:6])=[CH:17][CH:16]=1. Procedure: Thiosemicarbazide (9.11 g, 0.1 mol) was added under nitrogen to a solution of 4,4'-dichlorobutyrophenone (21.7 g, 0.1 mol) in 350 mL of methanol plus 27 mL of 1N HCl plus 25 mL of water and the reaction stirred at room temperature for 21 hours (overnight). The solid was collected by filtration and dried to give 20.23 g of a white solid. Recrystallization of the solid from isopropyl alcohol gave 8.37 g (29%) of the title compound as a light yellow solid, mp 125-126° C. Starting materials: CC(=O)Oc1c(F)c(F)c(F)c(F)c1F, CN(C)C=O, NCC1(CO)OC(n2ccc(=O)[nH]c2=O)CC1O. Yields the product CC(=O)NCC1(CO)OC(n2ccc(=O)[nH]c2=O)CC1O. RXN SMILES: [C:19]([CH3:20])(=[O:21])[O:22][c:23]1[c:24]([F:25])[c:26]([F:27])[c:28]([F:29])[c:30]([F:31])[c:32]1[F:33].[CH3:34][N:35]([CH3:36])[CH:37]=[O:38].[NH2:1][CH2:2][C:3]1([CH2:17][OH:18])[CH:4]([OH:16])[CH2:5][CH:6]([n:8]2[c:9](=[O:10])[nH:11][c:12](=[O:13])[cH:14][cH:15]2)[O:7]1>>[NH:1]([CH2:2][C:3]1([CH2:17][OH:18])[CH:4]([OH:16])[CH2:5][CH:6]([n:8]2[c:9](=[O:10])[nH:11][c:12](=[O:13])[cH:14][cH:15]2)[O:7]1)[C:19]([CH3:20])=[O:21].